From a dataset of the Open Reaction Database (ORD), a public repository of structured organic reaction records. describe an organic reaction: reactants, conditions, products, and yield Starting materials: C1(CC1)N(C(C1=CC=C(C=C1)C1=CN=CO1)=O)C1CCN(CC1)CC(C)(C)O (N-cyclopropyl-N-[1-(2-hydroxy-2-methyl-propyl)-piperidin-4-yl]-4-oxazol-5-yl-benzamide), FC(C1(CC1)COS(=O)(=O)C)(F)F (methanesulfonic acid (1-trifluoromethyl-cyclopropyl)methyl ester), C(=O)([O-])[O-].[K+].[K+] (K2CO3), [I-].[K+] (potassium iodide). Run in CN1C(CCC1)=O (N-methyl-2-pyrrolidone), O (water), C(C)(=O)OCC (ethyl acetate). Conditions: temperature 100 celsius, time 2 day. Yields the product C1(CC1)N(C(C1=CC=C(C=C1)C1=CN=CO1)=O)C1CCN(CC1)CC1(CC1)C(F)(F)F (N-Cyclopropyl-4-oxazol-5-yl-N-[1-(1-trifluoromethyl-cyclopropylmethyl)-piperidin-4-yl]-benzamide). RXN SMILES: [CH:1]1([N:4]([CH:18]2[CH2:23][CH2:22][N:21]([CH2:24][C:25](O)([CH3:27])[CH3:26])[CH2:20][CH2:19]2)[C:5](=[O:17])[C:6]2[CH:11]=[CH:10][C:9]([C:12]3[O:16][CH:15]=[N:14][CH:13]=3)=[CH:8][CH:7]=2)[CH2:3][CH2:2]1.[F:29][C:30]([F:41])([F:40])C1(COS(C)(=O)=O)CC1.C([O-])([O-])=O.[K+].[K+].[I-].[K+]>CN1CCCC1=O.O.C(OCC)(=O)C>[CH:1]1([N:4]([CH:18]2[CH2:23][CH2:22][N:21]([CH2:24][C:25]3([C:30]([F:41])([F:40])[F:29])[CH2:27][CH2:26]3)[CH2:20][CH2:19]2)[C:5](=[O:17])[C:6]2[CH:11]=[CH:10][C:9]([C:12]3[O:16][CH:15]=[N:14][CH:13]=3)=[CH:8][CH:7]=2)[CH2:3][CH2:2]1 |f:2.3.4,5.6|. Procedure details: A mixture of N-cyclopropyl-N-[1-(2-hydroxy-2-methyl-propyl)-piperidin-4-yl]-4-oxazol-5-yl-benzamide (80 mg), methanesulfonic acid (1-trifluoromethyl-cyclopropyl)methyl ester (269 mg), K2CO3 (81 mg), and potassium iodide (38 mg) in N-methyl-2-pyrrolidone (3 mL) is stirred at 100° C. for two days. After cooling to room temperature, ethyl acetate and water are added to the mixture. The organic phase is separated, dried over MgSO4 and concentrated in vacuo. The residue is chromatographed on silica g... Reactants: C(#N)C=1C=C(C(=NC1C1=CN(C2=NC=C(C=C21)F)S(=O)(=O)C2=CC=C(C=C2)C)NC(CC(=O)OCC)C(CC)(C)C)F (Ethyl 3-[[5-cyano-3-fluoro-6-[5-fluoro-1-(p-tolylsulfonyl)pyrrolo[2,3-b]pyridin-3-yl]-2-pyridyl]amino]-4,4-dimethyl-hexanoate), C(#N)C=1C=C(C(=NC1C1=CN(C2=NC=C(C=C21)F)S(=O)(=O)C2=CC=C(C=C2)C)NC(CC(=O)OCC)C(CC)(C)C)F (ethyl 3-[[5-cyano-3-fluoro-6-[5-fluoro-1-(p-tolylsulfonyl)pyrrolo[2,3-b]pyridin-3-yl]-2-pyridyl]amino]-4,4-dimethyl-hexanoate), [Li+].[OH-] (LiOH), O (water), C(C)(=O)OCC (ethyl acetate). Run in C1CCOC1 (THF). Conditions: temperature 70 celsius. Yields the product C(#N)C=1C=C(C(=NC1C1=CNC2=NC=C(C=C21)F)NC(CC(=O)O)C(CC)(C)C)F (3-[[5-cyano-3-fluoro-6-(5-fluoro-1H-pyrrolo[2,3-b]pyridin-3-yl)-2-pyridyl]amino]-4,4-dimethyl-hexanoic acid). Reaction SMILES: [C:1]([C:3]1[CH:4]=[C:5]([F:42])[C:6]([NH:29][CH:30]([C:37]([CH3:41])([CH3:40])[CH2:38][CH3:39])[CH2:31][C:32]([O:34]CC)=[O:33])=[N:7][C:8]=1[C:9]1[C:17]2[C:12](=[N:13][CH:14]=[C:15]([F:18])[CH:16]=2)[N:11](S(C2C=CC(C)=CC=2)(=O)=O)[CH:10]=1)#[N:2].[Li+].[OH-].O.C(OCC)(=O)C>C1COCC1>[C:1]([C:3]1[CH:4]=[C:5]([F:42])[C:6]([NH:29][CH:30]([C:37]([CH3:41])([CH3:40])[CH2:38][CH3:39])[CH2:31][C:32]([OH:34])=[O:33])=[N:7][C:8]=1[C:9]1[C:17]2[C:12](=[N:13][CH:14]=[C:15]([F:18])[CH:16]=2)[NH:11][CH:10]=1)#[N:2] |f:1.2|. Reported procedure: Ethyl 3-[[5-cyano-3-fluoro-6-[5-fluoro-1-(p-tolylsulfonyl)pyrrolo[2,3-b]pyridin-3-yl]-2-pyridyl]amino]-4,4-dimethyl-hexanoate, 159a, (0.27 g, 0.45 mmol) was dissolved in THF (7 mL) and treated with LiOH (4.50 mL of 1 M, 4.50 mmol). The reaction mixture was heated to 70° C. for 10 hours. After cooling to room temperature, water (20 mL) and ethyl acetate (20 mL) were added and the layers were separated. The aqueous layer was brought to a neutral pH by addition of 1N HCl, and the resulting precipit... Starting materials: C(C)(=O)OC(C)=O (acetic anhydride), P(O)(O)O (phosphorous acid), O (water), OCNC(C1=CC=CC=C1)=O (N-hydroxymethylbenzamide). Solvent: C(C)(=O)O (acetic acid). Conditions: time 20 minute. Yields the product C(C1=CC=CC=C1)(=O)NCP(O)(=O)O (benzoylaminomethanephosphonic acid). Isolated yield 74.4%. RXN SMILES: C(OC(=O)C)(=O)C.[P:8]([OH:11])([OH:10])[OH:9].O[CH2:13][NH:14][C:15](=[O:22])[C:16]1[CH:21]=[CH:20][CH:19]=[CH:18][CH:17]=1.O>C(O)(=O)C>[C:15]([NH:14][CH2:13][P:8]([OH:11])(=[O:10])[OH:9])(=[O:22])[C:16]1[CH:21]=[CH:20][CH:19]=[CH:18][CH:17]=1. Reported procedure: 561 g (5.5 mol) of acetic anhydride were cooled to 10° C. Then, a solution of 164 g (2.0 mol) of phosphorous acid and 300 ml of acetic acid were added dropwise in the course of one hour, with stirring and cooling. 302 g (2.0 mol) of N-hydroxymethylbenzamide were then added in portions in the course of 50 minutes at 10°-15° C., with cooling. Stirring was continued at 10° C. for 20 minutes. The reaction mixture was subsequently kept under reflux for 2.5 hours, followed by cooling. 61 g (3.39 mol) ...